From a dataset of the Open Reaction Database (ORD), a public repository of structured organic reaction records. describe an organic reaction: reactants, conditions, products, and yield Starting materials: NS(=O)(=O)c1ccccc1Cl, O=C(NCCc1ccc(-n2cc(-c3ccccc3)nc2C(F)(F)F)cc1)Oc1ccccc1. Product: O=C(NCCc1ccc(-n2cc(-c3ccccc3)nc2C(F)(F)F)cc1)NS(=O)(=O)c1ccccc1Cl. Reaction SMILES: [Cl:34][c:35]1[c:36]([S:41](=[O:42])(=[O:43])[NH2:44])[cH:37][cH:38][cH:39][cH:40]1.[c:1]1(-[c:7]2[n:8][c:9]([C:30]([F:31])([F:32])[F:33])[n:10](-[c:12]3[cH:13][cH:14][c:15]([CH2:18][CH2:19][NH:20][C:21]([O:22][c:24]4[cH:25][cH:26][cH:27][cH:28][cH:29]4)=[O:23])[cH:16][cH:17]3)[cH:11]2)[cH:2][cH:3][cH:4][cH:5][cH:6]1>>[c:1]1(-[c:7]2[n:8][c:9]([C:30]([F:31])([F:32])[F:33])[n:10](-[c:12]3[cH:13][cH:14][c:15]([CH2:18][CH2:19][NH:20][C:21](=[O:22])[NH:44][S:41]([c:36]4[c:35]([Cl:34])[cH:40][cH:39][cH:38][cH:37]4)(=[O:42])=[O:43])[cH:16][cH:17]3)[cH:11]2)[cH:2][cH:3][cH:4][cH:5][cH:6]1. Starting materials: ClC(F)F (Chlorodifluoromethane), ClC=1C=C(C=NC1Cl)O (5,6-dichloro-3-pyridinol), [OH-].[Na+] (sodium hydroxide). Run in O1CCOCC1 (1,4-dioxane), O (water). Yields the product ClC=1C=C(C=NC1Cl)OC(F)F (5,6-dichloro-3-difluoromethoxypyridine). Reaction SMILES: Cl[CH:2]([F:4])[F:3].[Cl:5][C:6]1[CH:7]=[C:8]([OH:13])[CH:9]=[N:10][C:11]=1[Cl:12].[OH-].[Na+]>O1CCOCC1.O>[Cl:5][C:6]1[CH:7]=[C:8]([O:13][CH:2]([F:4])[F:3])[CH:9]=[N:10][C:11]=1[Cl:12] |f:2.3|. Procedure details: Chlorodifluoromethane was passed at 50° C. into a mixture of 32.8 g (0.2 mol) of 5,6-dichloro-3-pyridinol in 200 ml of 1,4-dioxane and 40 g (1 mol) of sodium hydroxide in 100 ml of water until starting material was no longer present. The further procedure was then carried out as described in Example 1. Reactants: ClC=1C(=C2C(=C(C(NC2=C(C1)C(F)(F)F)=O)C(CC)=O)C)OS(=O)(=O)O (6- Chloro-4-methylsulfoxy-3-propionyl-8-trifluoromethyl-2-quinolinone), ClC(CN)=C (2-chloroallylamine). Yields the product ClC=1C=C2C(=C(C(NC2=C(C1)C(F)(F)F)=O)C(CC)=O)NCC(=C)Cl (6-Chloro-4-(2-chloroallylamino)-3-propionyl-8-trifluoromethyl-2-quinolinone). Isolated yield 71.0%. RXN SMILES: [Cl:1][C:2]1[C:3](OS(O)(=O)=O)=[C:4]2[C:9](=[C:10]([C:12]([F:15])([F:14])[F:13])[CH:11]=1)[NH:8][C:7](=[O:16])[C:6]([C:17](=[O:20])[CH2:18][CH3:19])=[C:5]2C.[Cl:27][C:28](=[CH2:31])[CH2:29][NH2:30]>>[Cl:1][C:2]1[CH:3]=[C:4]2[C:9](=[C:10]([C:12]([F:14])([F:13])[F:15])[CH:11]=1)[NH:8][C:7](=[O:16])[C:6]([C:17](=[O:20])[CH2:18][CH3:19])=[C:5]2[NH:30][CH2:29][C:28]([Cl:27])=[CH2:31]. Procedure details: 6- Chloro-4-methylsulfoxy-3-propionyl-8-trifluoromethyl-2-quinolinone (365 mg, 1 mmol) and 2-chloroallylamine (92 mg, 1 mmol) were used and the reaction was carried out as in the above process of example 1 to obtain the desired product (279 mg, yield: 71%). The reactants are NC=1NC2=C(N1)C=C(C(=C2)OC)OC (2-amino-5,6-dimethoxybenzimidazole), ClCOC1=C(C(=CC=C1)I)Cl (2-chloro-3-iodophenyl chloromethyl ether). Yields the product [Cl-].NC1=[N+](C2=C(N1COC1=C(C(=CC=C1)I)Cl)C=C(C(=C2)OC)OC)COC2=C(C(=CC=C2)I)Cl (2-Amino-5,6-dimethoxy-1,3-bis[(2-chloro-3-iodophenoxy)methyl]-1H-benzimidazol-3-ium chloride). RXN SMILES: [NH2:1][C:2]1[NH:3][C:4]2[CH:10]=[C:9]([O:11][CH3:12])[C:8]([O:13][CH3:14])=[CH:7][C:5]=2[N:6]=1.[Cl:15][CH2:16][O:17][C:18]1[CH:23]=[CH:22][CH:21]=[C:20]([I:24])[C:19]=1[Cl:25]>>[Cl-:15].[NH2:1][C:2]1[N:3]([CH2:16][O:17][C:18]2[CH:23]=[CH:22][CH:21]=[C:20]([I:24])[C:19]=2[Cl:25])[C:4]2[CH:10]=[C:9]([O:11][CH3:12])[C:8]([O:13][CH3:14])=[CH:7][C:5]=2[N+:6]=1[CH2:16][O:17][C:18]1[CH:23]=[CH:22][CH:21]=[C:20]([I:24])[C:19]=1[Cl:25] |f:2.3|. Reported procedure: Following the procedure of Example 2 and replacing 2-aminobenzimidazole with 2-amino-5,6-dimethoxybenzimidazole and replacing 2-bromo-4-chlorophenyl chloromethyl ether with 2-chloro-3-iodophenyl chloromethyl ether, the title compound is obtained. Reactants: BrC1=CN=C2N1N=C(C=C2)NCC=2C=NC=CC2 (3-Bromo-N-(pyridin-3-ylmethyl)imidazo[1,2-b]pyridazin-6-amine), C(=C\CCCC)/B(O)O ((E)-1-hexeneboronic acid). Yields the product C(=C\CCCC)/C1=CN=C2N1N=C(C=C2)NCC=2C=NC=CC2 ((E)-3-(Hex-1-enyl)-N-(pyridin-3-ylmethyl)imidazo[1,2-b]pyridazin-6-amine). The yield is 50.0%. RXN SMILES: Br[C:2]1[N:6]2[N:7]=[C:8]([NH:11][CH2:12][C:13]3[CH:14]=[N:15][CH:16]=[CH:17][CH:18]=3)[CH:9]=[CH:10][C:5]2=[N:4][CH:3]=1.[CH:19](/B(O)O)=[CH:20]\[CH2:21][CH2:22][CH2:23][CH3:24]>>[CH:19](/[C:2]1[N:6]2[N:7]=[C:8]([NH:11][CH2:12][C:13]3[CH:14]=[N:15][CH:16]=[CH:17][CH:18]=3)[CH:9]=[CH:10][C:5]2=[N:4][CH:3]=1)=[CH:20]\[CH2:21][CH2:22][CH2:23][CH3:24]. Procedure: Prepared from the product of step A and (E)-1-hexeneboronic acid according to general procedure 2 providing the title compound (75 mg, 50%) as a brown solid; 1H NMR (300 MHz, CD3OD) δ 8.60 (s, 1H), 8.42-8.40 (m, 1H), 7.91 (d, J=7.8 Hz, 1H), 7.57 (d, J=9.7 Hz, 1H), 7.41-7.37 (m, 2H), 6.71-6.47 (m, 3H), 4.60 (s, 2H), 2.24-2.18 (m, 2H), 1.44-1.32 (m, 4H), 0.93 (t, J=7.0 Hz, 3H); 13C NMR (75 MHz, CD3OD) δ 154.8, 149.5, 148.6, 137.9, 137.5, 137.4, 133.2, 129.1, 128.7, 125.9, 125.2, 116.7, 113.2, 43.9... Starting materials: CCOC(=O)c1ccc(Oc2ccc3cc(OCc4ccccc4)ccc3c2)cc1, C1CCOC1, CO, [Li+], [OH-]. Product: O=C(O)c1ccc(Oc2ccc3cc(OCc4ccccc4)ccc3c2)cc1. RXN SMILES: [CH2:1]([CH3:2])[O:3][C:4]([c:5]1[cH:6][cH:7][c:8]([O:11][c:12]2[cH:13][c:14]3[cH:15][cH:16][c:17]([O:22][CH2:23][c:24]4[cH:25][cH:26][cH:27][cH:28][cH:29]4)[cH:18][c:19]3[cH:20][cH:21]2)[cH:9][cH:10]1)=[O:30].[CH2:33]1[O:34][CH2:35][CH2:36][CH2:37]1.[CH3:38][OH:39].[Li+:31].[OH-:32]>>[O:3]=[C:4]([c:5]1[cH:6][cH:7][c:8]([O:11][c:12]2[cH:13][c:14]3[cH:15][cH:16][c:17]([O:22][CH2:23][c:24]4[cH:25][cH:26][cH:27][cH:28][cH:29]4)[cH:18][c:19]3[cH:20][cH:21]2)[cH:9][cH:10]1)[OH:30]. Starting materials: CC(=O)c1ccccc1, Cl, NO, c1ccncc1. The product is CC(=NO)c1ccccc1. As a reaction SMILES: [CH3:1][C:2](=[O:3])[c:4]1[cH:5][cH:6][cH:7][cH:8][cH:9]1.[ClH:10].[NH2:11][OH:12].[cH:13]1[cH:14][cH:15][n:16][cH:17][cH:18]1>>[CH3:1][C:2]([c:4]1[cH:5][cH:6][cH:7][cH:8][cH:9]1)=[N:11][OH:12]. The reactants are FC=1C=C(N)C=CC1 (3-Fluoroaniline), O=C1CCN(CC1)C(=O)[O-] (4-oxo-1-piperidine carboxylate), ice, Cl (HCl), C(C)(=O)O[BH-](OC(C)=O)OC(C)=O.[Na+] (Sodium tri(acetoxy)borohydride), Cl (HCl). Run in ClCCCl (1,2-DCE), CO (MeOH), O (water). Reaction conditions: time 15 minute. Product: Cl.FC=1C=C(C=CC1)NC1CCNCC1 (N-(3-Fluorophenyl)-4-piperidinamine hydrochloride). As a reaction SMILES: [F:1][C:2]1[CH:3]=[C:4]([CH:6]=[CH:7][CH:8]=1)[NH2:5].O=[C:10]1[CH2:15][CH2:14][N:13](C([O-])=O)[CH2:12][CH2:11]1.C(O[BH-](OC(=O)C)OC(=O)C)(=O)C.[Na+].[ClH:33]>ClCCCl.CO.O>[ClH:33].[F:1][C:2]1[CH:3]=[C:4]([NH:5][CH:10]2[CH2:15][CH2:14][NH:13][CH2:12][CH2:11]2)[CH:6]=[CH:7][CH:8]=1 |f:2.3,8.9|. Procedure: 3-Fluoroaniline (28.38 ml, 0.296 mol) was added to a solution of 4-oxo-1-piperidine carboxylate (60 g, 0.302 mol) in 1,2-DCE (600 ml) and the mixture stirred for 15 mins. Sodium tri(acetoxy)borohydride (83 g, 0.392 mol) was added gradually over 5 mins and the mixture stirred for 5.5 hrs then poured into a mixture of 2 MHCl (100 ml), water (200 ml) and ice (1 l). The phases were separated and the aqueous phase extracted with DCM (200 ml). The combined organic phases were dried over MgSO4 and conc...